From a dataset of the Open Reaction Database (ORD), a public repository of structured organic reaction records. describe an organic reaction: reactants, conditions, products, and yield Starting materials: Cc1c(Br)ccc2c1COC(=O)N2, [K+], O=[N+]([O-])[O-], O=S(=O)(O)O. Product: Cc1c(Br)cc([N+](=O)[O-])c2c1COC(=O)N2. RXN SMILES: [Br:1][c:2]1[c:3]([CH3:13])[c:4]2[c:5]([cH:11][cH:12]1)[NH:6][C:7](=[O:10])[O:8][CH2:9]2.[K+:18].[N+:14](=[O:15])([O-:16])[O-:17].[S:19](=[O:20])(=[O:21])([OH:22])[OH:23]>>[Br:1][c:2]1[c:3]([CH3:13])[c:4]2[c:5]([c:11]([N+:14](=[O:15])[O-:16])[cH:12]1)[NH:6][C:7](=[O:10])[O:8][CH2:9]2. The reactants are CCOC(=O)C=P(c1ccccc1)(c1ccccc1)c1ccccc1, Cc1ccccc1, O=Cc1cnc(Oc2ccc(Cl)cc2)s1. The product is CCOC(=O)C=Cc1cnc(Oc2ccc(Cl)cc2)s1. As a reaction SMILES: [C:16](=[O:17])([O:18][CH2:19][CH3:20])[CH:21]=[P:22]([c:23]1[cH:24][cH:25][cH:26][cH:27][cH:28]1)([c:29]1[cH:30][cH:31][cH:32][cH:33][cH:34]1)[c:35]1[cH:36][cH:37][cH:38][cH:39][cH:40]1.[CH3:41][c:42]1[cH:43][cH:44][cH:45][cH:46][cH:47]1.[Cl:1][c:2]1[cH:3][cH:4][c:5]([O:6][c:7]2[s:8][c:9]([CH:12]=[O:13])[cH:10][n:11]2)[cH:14][cH:15]1>>[Cl:1][c:2]1[cH:3][cH:4][c:5]([O:6][c:7]2[s:8][c:9]([CH:12]=[CH:21][C:16](=[O:17])[O:18][CH2:19][CH3:20])[cH:10][n:11]2)[cH:14][cH:15]1. Reaction SMILES: [BrH:14].[CH3:15][C:16](=[O:17])[OH:18].[Cl:1][c:2]1[c:3]([O:12][CH3:13])[cH:4][c:5]([CH2:8][C:9](=[O:10])[OH:11])[cH:6][cH:7]1>>[Cl:1][c:2]1[c:3]([OH:12])[cH:4][c:5]([CH2:8][C:9](=[O:10])[OH:11])[cH:6][cH:7]1. Product: O=C(O)Cc1ccc(Cl)c(O)c1. Reactants: Br, CC(=O)O, COc1cc(CC(=O)O)ccc1Cl. Starting materials: C(C1=CC=CC=C1)OC1=CC(=CC2=C1N=C(N2C)C)N(C(C)=O)C (N-(7-benzyloxy-2,3-dimethy-3H-benzimidazol-5-yl)-N-methyl-acetamide), C(C)(=O)O (acetic acid). Reagents/catalysts: [Pd] (Pd/C). Solvent: C(C)O (ethanol). The product is OC1=CC(=CC2=C1N=C(N2C)C)N(C(C)=O)C (N-(7-Hydroxy-2,3-dimethy-3H-benzimidazol-5-yl)-N-methyl-acetamide). Isolated yield 102.1%. RXN SMILES: C([O:8][C:9]1[C:14]2[N:15]=[C:16]([CH3:19])[N:17]([CH3:18])[C:13]=2[CH:12]=[C:11]([N:20]([CH3:24])[C:21](=[O:23])[CH3:22])[CH:10]=1)C1C=CC=CC=1.C(O)(=O)C>C(O)C.[Pd]>[OH:8][C:9]1[C:14]2[N:15]=[C:16]([CH3:19])[N:17]([CH3:18])[C:13]=2[CH:12]=[C:11]([N:20]([CH3:24])[C:21](=[O:23])[CH3:22])[CH:10]=1. Procedure details: A solution of 3.1 g (18.9 mmol) N-(7-benzyloxy-2,3-dimethy-3H-benzimidazol-5-yl)-N-methyl-acetamide and 1.2 ml acetic acid in 600 ml ethanol was hydrogenated over 1.2 g 10%. Pd/C in an autoclave (5 bar H2) at 50° C. for 18 h. The catalyst was filtered off and the filtrate was concentrated in vacuo to afford 4.5 g (100%) of the title compound as a yellow solid. The reactants are CCOC(CCc1cc(-c2ccn3c(-c4ccc(NC(=O)Nc5cc(C(C)(C)C)on5)c(F)c4)cnc3c2)ccn1)OCC, CCOC(C)=O, Cl. Yields the product CC(C)(C)c1cc(NC(=O)Nc2ccc(-c3cnc4cc(-c5ccnc(CCC=O)c5)ccn34)cc2F)no1, Cl. Reaction SMILES: [C:1]([CH3:2])([CH3:3])([CH3:4])[c:5]1[cH:6][c:7]([NH:10][C:11](=[O:12])[NH:13][c:14]2[c:15]([F:44])[cH:16][c:17](-[c:20]3[cH:21][n:22][c:23]4[n:24]3[cH:25][cH:26][c:27](-[c:29]3[cH:30][c:31]([CH2:35][CH2:36][CH:37]([O:38][CH2:42][CH3:43])[O:39][CH2:40][CH3:41])[n:32][cH:33][cH:34]3)[cH:28]4)[cH:18][cH:19]2)[n:8][o:9]1.[CH3:46][CH2:47][O:48][C:49](=[O:50])[CH3:51].[ClH:45]>>[C:1]([CH3:2])([CH3:3])([CH3:4])[c:5]1[cH:6][c:7]([NH:10][C:11](=[O:12])[NH:13][c:14]2[c:15]([F:44])[cH:16][c:17](-[c:20]3[cH:21][n:22][c:23]4[n:24]3[cH:25][cH:26][c:27](-[c:29]3[cH:30][c:31]([CH2:35][CH2:36][CH:37]=[O:38])[n:32][cH:33][cH:34]3)[cH:28]4)[cH:18][cH:19]2)[n:8][o:9]1.[ClH:45].